Dataset: the Open Reaction Database (ORD), a public repository of structured organic reaction records. Task: describe an organic reaction: reactants, conditions, products, and yield Reactants: CC(=O)OC1C(C)OC(n2cc(F)c(N)nc2=O)C1OC(C)=O, Cc1ccccc1, CC(C)(C)COC(=O)Cl, ClCCl, c1ccncc1. Product: CC(=O)OC1C(C)OC(n2cc(F)c(NC(=O)OCC(C)(C)C)nc2=O)C1OC(C)=O. Reaction SMILES: [C:1]([CH3:2])(=[O:3])[O:4][CH:5]1[CH:6]([n:15]2[c:16](=[O:17])[n:18][c:19]([NH2:20])[c:21]([F:23])[cH:22]2)[O:7][CH:8]([CH3:14])[CH:9]1[O:10][C:11]([CH3:12])=[O:13].[CH3:30][c:31]1[cH:32][cH:33][cH:34][cH:35][cH:36]1.[Cl:37][C:38](=[O:39])[O:40][CH2:41][C:42]([CH3:43])([CH3:44])[CH3:45].[Cl:46][CH2:47][Cl:48].[cH:24]1[cH:25][cH:26][n:27][cH:28][cH:29]1>>[C:1]([CH3:2])(=[O:3])[O:4][CH:5]1[CH:6]([n:15]2[c:16](=[O:17])[n:18][c:19]([NH:20][C:38](=[O:39])[O:40][CH2:41][C:42]([CH3:43])([CH3:44])[CH3:45])[c:21]([F:23])[cH:22]2)[O:7][CH:8]([CH3:14])[CH:9]1[O:10][C:11]([CH3:12])=[O:13]. Reactants: O[C@@H]1C[C@H](N(C1)C([C@H]([C@@H](CC(CCC=C)C)C)NC(OC(C)(C)C)=O)=O)C(N[C@]1([C@@H](C1)C=C)C(NS(=O)(=O)C1(CC1)C)=O)=O (tert-butyl ((2S,3R)-1-((2S,4R)-4-hydroxy-2-(((1R,2S)-1-(((1-methylcyclopropyl)sulfonyl)carbamoyl)-2-vinylcyclopropyl)carbamoyl)pyrrolidin-1-yl)-3,5-dimethyl-1-oxonon-8-en-2-yl)carbamate), C(C)(C)(C)OC(=O)N[C@H](C(=O)N1[C@@H](C[C@H](C1)O)C(=O)O)[C@@H](CC(CCC=C)C)CC ((2S,4R)-1-((2S,3R)-2-(tert-butoxycarbonylamino)-3-ethyl-5-methylnon-8-enoyl)-4-hydroxypyrrolidine-2-carboxylic acid), C(C)(C)(C)OC(=O)NC(C(=O)N1[C@@H](C[C@H](C1)O)C(=O)O)[C@@H](CC(CCC=C)C)C ((2S,4R)-1-((3R)-2-((tert-butoxycarbonyl)amino)-3,5-dimethylnon-8-enoyl)-4-hydroxypyrrolidine-2-carboxylic acid). Procedure: The same procedure was used as described for the preparation of tert-butyl ((2S,3R)-1-((2S,4R)-4-hydroxy-2-(((1R,2S)-1-(((1-methylcyclopropyl)sulfonyl)carbamoyl)-2-vinylcyclopropyl)carbamoyl)pyrrolidin-1-yl)-3,5-dimethyl-1-oxonon-8-en-2-yl)carbamate but (2S,4R)-1-((2S,3R)-2-(tert-butoxycarbonylamino)-3-ethyl-5-methylnon-8-enoyl)-4-hydroxypyrrolidine-2-carboxylic acid was used as starting material instead of (2S,4R)-1-((3R)-2-((tert-butoxycarbonyl)amino)-3,5-dimethylnon-8-enoyl)-4-hydroxypyrrolid... Product: C(C)[C@@H]([C@@H](C(=O)N1[C@@H](C[C@H](C1)O)C(N[C@]1([C@@H](C1)C=C)C(NS(=O)(=O)C1(CC1)C)=O)=O)NC(OC(C)(C)C)=O)CC(CCC=C)C (tert-butyl ((2S,3R)-3-ethyl-1-((2S,4R)-4-hydroxy-2-(((1R,2S)-1-(((1-methylcyclopropyl)sulfonyl)carbamoyl)-2-vinylcyclopropyl)carbamoyl)pyrrolidin-1-yl)-5-methyl-1-oxonon-8-en-2-yl)carbamate). RXN SMILES: [OH:1][C@H:2]1[CH2:6][N:5]([C:7](=[O:26])[C@@H:8]([NH:18][C:19](=[O:25])[O:20][C:21]([CH3:24])([CH3:23])[CH3:22])[C@H:9]([CH3:17])[CH2:10][CH:11]([CH3:16])[CH2:12][CH2:13][CH:14]=[CH2:15])[C@H:4]([C:27](=[O:44])[NH:28][C@:29]2([C:34](=[O:43])[NH:35][S:36]([C:39]3([CH3:42])[CH2:41][CH2:40]3)(=[O:38])=[O:37])[CH2:31][C@H:30]2[CH:32]=[CH2:33])[CH2:3]1.[C:45](OC(N[C@@H]([C@H](CC)CC(C)CCC=C)C(N1C[C@H](O)C[C@H]1C(O)=O)=O)=O)(C)(C)C.C(OC(NC([C@H](C)CC(C)CCC=C)C(N1C[C@H](O)C[C@H]1C(O)=O)=O)=O)(C)(C)C>>[CH2:17]([C@H:9]([CH2:10][CH:11]([CH3:16])[CH2:12][CH2:13][CH:14]=[CH2:15])[C@H:8]([NH:18][C:19](=[O:25])[O:20][C:21]([CH3:24])([CH3:23])[CH3:22])[C:7]([N:5]1[CH2:6][C@H:2]([OH:1])[CH2:3][C@H:4]1[C:27](=[O:44])[NH:28][C@:29]1([C:34](=[O:43])[NH:35][S:36]([C:39]2([CH3:42])[CH2:40][CH2:41]2)(=[O:38])=[O:37])[CH2:31][C@H:30]1[CH:32]=[CH2:33])=[O:26])[CH3:45]. The reactants are COC(C(CNC(=O)NC)C1=CC=C(C(=O)OC(C)(C)C)C=C1)=O (tert-butyl 4-[2-methoxy-1-({[(methylamino)carbonyl]amino}methyl)-2-oxoethyl]benzoate), FC(C(=O)O)(F)F (trifluoroacetic acid). Solvent: C(Cl)Cl (CH2Cl2). Conditions: time 2 hour. Product: COC(C(CNC(=O)NC)C1=CC=C(C(=O)O)C=C1)=O (4-[2-methoxy-1-({[(methylamino)carbonyl]amino}methyl)-2-oxoethyl]benzoic acid). RXN SMILES: [CH3:1][O:2][C:3](=[O:24])[CH:4]([C:11]1[CH:23]=[CH:22][C:14]([C:15]([O:17]C(C)(C)C)=[O:16])=[CH:13][CH:12]=1)[CH2:5][NH:6][C:7]([NH:9][CH3:10])=[O:8].FC(F)(F)C(O)=O>C(Cl)Cl>[CH3:1][O:2][C:3](=[O:24])[CH:4]([C:11]1[CH:12]=[CH:13][C:14]([C:15]([OH:17])=[O:16])=[CH:22][CH:23]=1)[CH2:5][NH:6][C:7]([NH:9][CH3:10])=[O:8]. Reported procedure: To a solution of tert-butyl 4-[2-methoxy-1-({[(methylamino)carbonyl]amino}methyl)-2-oxoethyl]benzoate (760 mg, 2.26 mmol) in CH2Cl2 (20 mL) was added trifluoroacetic acid (5 mL), and the reaction was stirred at room temperature for 2 h. The solution was evaporated to dryness to yield 4-[2-methoxy-1-({[(methylamino)carbonyl]amino}methyl)-2-oxoethyl]benzoic acid as an off-white powder that was carried on without further purification. MS (ESI) calcd [M+H]+281.1, found 281.1. Reactants: ClC=1C(=CC=2C(=NC=3N(C=C(C(C3C2)=O)C(=O)O)CC)C1)F (8-chloro-1-ethyl-7-fluoro-4-oxo-1,4-dihydro-benzo[b][1,8]naphthyridine-3-carboxylic acid), solid, C(C)N1CCNCC1 (1-ethylpiperazine). The solvent is N1=CC=CC=C1 (pyridine). The product is C(C)N1C=C(C(C=2C=C3C(=NC12)C=C(C(=C3)F)N3CCN(CC3)CC)=O)C(=O)O (1-ethyl-8-(4-ethyl-1-piperazinyl)-7-fluoro-4-oxo-1,4-dihydro-benzo[b][1,8]naphthyridine-3-carboxylic acid). The yield is 70.4%. RXN SMILES: Cl[C:2]1[C:3]([F:22])=[CH:4][C:5]2[C:6]([CH:21]=1)=[N:7][C:8]1[N:9]([CH2:19][CH3:20])[CH:10]=[C:11]([C:16]([OH:18])=[O:17])[C:12](=[O:15])[C:13]=1[CH:14]=2.[CH2:23]([N:25]1[CH2:30][CH2:29][NH:28][CH2:27][CH2:26]1)[CH3:24]>N1C=CC=CC=1>[CH2:19]([N:9]1[C:8]2[N:7]=[C:6]3[CH:21]=[C:2]([N:28]4[CH2:29][CH2:30][N:25]([CH2:23][CH3:24])[CH2:26][CH2:27]4)[C:3]([F:22])=[CH:4][C:5]3=[CH:14][C:13]=2[C:12](=[O:15])[C:11]([C:16]([OH:18])=[O:17])=[CH:10]1)[CH3:20]. Procedure: 1-Ethyl-8-(4-ethyl-1-piperazinyl)-7-fluoro-4-oxo- 1,4-dihydro-benzo[b][1,8]naphthyridine-3-carboxylic acid is prepared under the conditions of Reference Example 5 but starting from 1.6 g of 8-chloro-1-ethyl-7-fluoro-4-oxo-1,4-dihydro-benzo[b][1,8]naphthyridine-3-carboxylic acid and 2.3 g of 1-ethylpiperazine in 16 cm3 of pyridine. 1.4 g of 1-ethyl-8-(4-ethyl-1-piperazinyl)-7-fluoro-4-oxo-1,4-dihydro-benzo[b][1,8]naphthyridine-3-carboxylic acid are obtained in the form of a yellow solid melting a... Reactants: ClC1=NC2=CC=CC=C2C(=N1)N(C)C1=CC=C(C=C1)OC ((2-chloro-quinazolin-4-yl)-(4-methoxy-phenyl)-methylamine), Cl.NCCC1=CNC=N1 (histamine hydrochloride). Product: N1C=NC(=C1)CCNC1=NC2=CC=CC=C2C(=N1)N(C)C1=CC=C(C=C1)OC (N2-[2-(1H-Imidazol-4-yl)-ethyl]-N4-(4-methoxy-phenyl)-N4-methyl-quinazoline-2,4-diamine), solid. Yield: 70.0%. Reaction SMILES: Cl[C:2]1[N:11]=[C:10]([N:12]([C:14]2[CH:19]=[CH:18][C:17]([O:20][CH3:21])=[CH:16][CH:15]=2)[CH3:13])[C:9]2[C:4](=[CH:5][CH:6]=[CH:7][CH:8]=2)[N:3]=1.Cl.[NH2:23][CH2:24][CH2:25][C:26]1[N:30]=[CH:29][NH:28][CH:27]=1>>[NH:28]1[CH:27]=[C:26]([CH2:25][CH2:24][NH:23][C:2]2[N:11]=[C:10]([N:12]([C:14]3[CH:19]=[CH:18][C:17]([O:20][CH3:21])=[CH:16][CH:15]=3)[CH3:13])[C:9]3[C:4](=[CH:5][CH:6]=[CH:7][CH:8]=3)[N:3]=2)[N:30]=[CH:29]1 |f:1.2|. Procedure: The title compound was prepared from (2-chloro-quinazolin-4-yl)-(4-methoxy-phenyl)-methylamine (10 mg, 0.033 mmol) and histamine hydrochloride (16 mg, 0.10) by a procedure similar to example 10 and was isolated as white solid (7 mg, 70%). 1H NMR (CDCl3): 7.52 (s, 1H), 7.49 (brd, J=3.9 Hz, 2H), 7.20-7.15 (m, 2H), 7.03-6.96 (m, 3H), 6.83 (ddd, J=8.4, 4.5 and 3.9 Hz, 1H), 6.66 (d, J=8.7 Hz, 1H), 3.88 (s, 3H), 3.85 (t, J=6.6 Hz, 2H), 3.63 (s, 3H), 3.03 (t, J=6.6 Hz, 2H). The reactants are CCN(C(C)C)C(C)C, C1COCCO1, CCOC(C)=O, Cl, CC(C)(C)OC(=O)CN, CCOC(=O)C1=C(O)c2cc(C)ccc2C(C)(C)C1=O. The product is Cc1ccc2c(c1)C(O)=C(C(=O)NCC(=O)OC(C)(C)C)C(=O)C2(C)C. RXN SMILES: [CH2:21]([N:22]([CH:23]([CH3:24])[CH3:25])[CH:26]([CH3:27])[CH3:28])[CH3:29].[CH2:40]1[O:41][CH2:42][CH2:43][O:44][CH2:45]1.[CH3:46][CH2:47][O:48][C:49]([CH3:50])=[O:51].[ClH:30].[NH2:31][CH2:32][C:33](=[O:34])[O:35][C:36]([CH3:37])([CH3:38])[CH3:39].[OH:1][C:2]1=[C:3]([C:16](=[O:17])[O:18][CH2:19][CH3:20])[C:4](=[O:15])[C:5]([CH3:13])([CH3:14])[c:6]2[cH:7][cH:8][c:9]([CH3:12])[cH:10][c:11]21>>[OH:1][C:2]1=[C:3]([C:16](=[O:17])[NH:31][CH2:32][C:33](=[O:34])[O:35][C:36]([CH3:37])([CH3:38])[CH3:39])[C:4](=[O:15])[C:5]([CH3:13])([CH3:14])[c:6]2[cH:7][cH:8][c:9]([CH3:12])[cH:10][c:11]21. Starting materials: CCOC(=O)CNc1ccc(CCBr)cc1, CC#N, CCO, Cl, O=C1CCC(=O)N1I, [Na+], [Na+], O, O=S([O-])([O-])=S. Yields the product CCOC(=O)CNc1ccc(CCBr)cc1I. Reaction SMILES: [Br:1][CH2:2][CH2:3][c:4]1[cH:5][cH:6][c:7]([NH:10][CH2:11][C:12](=[O:13])[O:14][CH2:15][CH3:16])[cH:8][cH:9]1.[CH3:33][C:34]#[N:35].[CH3:37][CH2:38][OH:39].[ClH:17].[I:18][N:19]1[C:20](=[O:21])[CH2:22][CH2:23][C:24]1=[O:25].[Na+:31].[Na+:32].[OH2:36].[S:26]([O-:27])([O-:28])(=[O:29])=[S:30]>>[Br:1][CH2:2][CH2:3][c:4]1[cH:5][c:6]([I:18])[c:7]([NH:10][CH2:11][C:12](=[O:13])[O:14][CH2:15][CH3:16])[cH:8][cH:9]1. The reactants are COc1cc(C)cc(-c2ccccc2)c1, ClC(Cl)Cl, C[Si](C)(C)I. Yields the product Cc1cc(O)cc(-c2ccccc2)c1. Reaction SMILES: [CH3:6][O:7][c:8]1[cH:9][c:10]([CH3:20])[cH:11][c:12](-[c:14]2[cH:15][cH:16][cH:17][cH:18][cH:19]2)[cH:13]1.[Cl:21][CH:22]([Cl:23])[Cl:24].[I:1][Si:2]([CH3:3])([CH3:4])[CH3:5]>>[OH:7][c:8]1[cH:9][c:10]([CH3:20])[cH:11][c:12](-[c:14]2[cH:15][cH:16][cH:17][cH:18][cH:19]2)[cH:13]1. The reactants are CCOCC (ether), Cl.C(CCC)N1CC=2CCC3=C(C2CC1)C=CC=C3 (3-butyl-1,2,3,4,5,6-hexahydro-benz[f]isoquinoline hydrochloride). Reagents/catalysts: [Pt](=O)=O (platinum (iv) oxide). Solvent: C(C)O (ethanol). The product is Cl.C(CCC)N1C[C@H]2CCC3=C([C@H]2CC1)C=CC=C3 (cis-3-Butyl-1,2,3,4,4a,5,6,10b-octahydrobenz[f]isoquinoline hydrochloride). RXN SMILES: [ClH:1].[CH2:2]([N:6]1[CH2:15][CH2:14][C:13]2[C:12]3[CH:16]=[CH:17][CH:18]=[CH:19][C:11]=3[CH2:10][CH2:9][C:8]=2[CH2:7]1)[CH2:3][CH2:4][CH3:5].CCOCC>C(O)C.[Pt](=O)=O>[ClH:1].[CH2:2]([N:6]1[CH2:15][CH2:14][C@H:13]2[C@H:8]([CH2:9][CH2:10][C:11]3[CH:19]=[CH:18][CH:17]=[CH:16][C:12]=32)[CH2:7]1)[CH2:3][CH2:4][CH3:5] |f:0.1,5.6|. Reported procedure: A mixture of 0.153 g (0.55 mmol) of 3-butyl-1,2,3,4,5,6-hexahydro-benz[f]isoquinoline hydrochloride and 0.080 g of platinum (iv) oxide in 20 ml of ethanol was hydrogenated at 50 p.s.i. overnight. The mixture was filtered and evaporated in vacuo to yield a white gum. Trituration with ether gave the title product as a white solid. NMR δ(D2O) 0.95 (3H, t), 1.35 (3H, m), 1.6-2.2 (6H, m), 2.25-3.85 (11H, m), 7.2 (4H, m). m/z (CI+, NH3) 244 (M+H)+. Starting materials: C(C)(C)(C)C1=CC=C(COC2=C(C=CC=C2)/C=C/C(CC2=CC=C(C(=O)NN)C=C2)CCC2=CC=C(C=C2)C#N)C=C1 (4-{(3E)-4-{2-[(4-tert-Butylbenzyl)oxy]phenyl}-2-[2-(4-cyanophenyl)ethyl]but-3-en-1-yl}benzohydrazide), ClC(=O)OC(Cl)(Cl)Cl (trichloromethyl chloroformate). The solvent is O1CCOCC1 (dioxane), O1CCOCC1 (dioxane). Yields the product C(C)(C)(C)C1=CC=C(COC2=C(C=CC=C2)/C=C/C(CCC2=CC=C(C#N)C=C2)CC2=CC=C(C=C2)C=2OC(NN2)=O)C=C1 (4-{(4E)-5-{2-[(4-tert-Butylbenzyl)oxy]phenyl}-3-[4-(5-oxo-4,5-dihydro-1,3,4-oxadiazol-2-yl)benzyl]pent-4-en-1-yl}benzonitrile). Yield: 96.6%. RXN SMILES: [C:1]([C:5]1[CH:42]=[CH:41][C:8]([CH2:9][O:10][C:11]2[CH:16]=[CH:15][CH:14]=[CH:13][C:12]=2/[CH:17]=[CH:18]/[CH:19]([CH2:31][CH2:32][C:33]2[CH:38]=[CH:37][C:36]([C:39]#[N:40])=[CH:35][CH:34]=2)[CH2:20][C:21]2[CH:30]=[CH:29][C:24]([C:25]([NH:27][NH2:28])=[O:26])=[CH:23][CH:22]=2)=[CH:7][CH:6]=1)([CH3:4])([CH3:3])[CH3:2].Cl[C:44](OC(Cl)(Cl)Cl)=[O:45]>O1CCOCC1>[C:1]([C:5]1[CH:42]=[CH:41][C:8]([CH2:9][O:10][C:11]2[CH:16]=[CH:15][CH:14]=[CH:13][C:12]=2/[CH:17]=[CH:18]/[CH:19]([CH2:20][C:21]2[CH:30]=[CH:29][C:24]([C:25]3[O:26][C:44](=[O:45])[NH:28][N:27]=3)=[CH:23][CH:22]=2)[CH2:31][CH2:32][C:33]2[CH:38]=[CH:37][C:36]([C:39]#[N:40])=[CH:35][CH:34]=2)=[CH:7][CH:6]=1)([CH3:4])([CH3:2])[CH3:3]. Procedure details: A solution of 185 mg (0.29 mmol, 89% purity) of 4-{(3E)-4-{2-[(4-tert-butylbenzyl)oxy]phenyl}-2-[2-(4-cyanophenyl)ethyl]but-3-en-1-yl}benzohydrazide from Example 103A in 1 ml of dioxane is slowly added dropwise to a solution of 87.3 mg (0.44 mmol) of trichloromethyl chloroformate in 0.5 ml of dioxane. The reaction mixture is stirred under reflux for two hours. After cooling, the mixture is concentrated in vacuo, directly taken up on silica gel and purified by flash chromatography (mobile phase: ...